From a dataset of the Open Reaction Database (ORD), a public repository of structured organic reaction records. describe an organic reaction: reactants, conditions, products, and yield Yields the product CS(=O)(=O)c1ccc(-n2cc(C(F)(F)F)nc2-c2ccc(-c3cscn3)cc2)cc1F. Starting materials: CS(=O)(=O)c1ccc(-n2cc(C(F)(F)F)nc2-c2ccc(Br)cc2)cc1F, CCCC[Sn](CCCC)(CCCC)c1cscn1, C1COCCO1, [Cl-], c1ccc(P(c2ccccc2)(c2ccccc2)[Pd](P(c2ccccc2)(c2ccccc2)c2ccccc2)(P(c2ccccc2)(c2ccccc2)c2ccccc2)P(c2ccccc2)(c2ccccc2)c2ccccc2)cc1. Reaction SMILES: [Br:1][c:2]1[cH:3][cH:4][c:5](-[c:8]2[n:9](-[c:17]3[cH:18][c:19]([F:27])[c:20]([S:23](=[O:24])(=[O:25])[CH3:26])[cH:21][cH:22]3)[cH:10][c:11]([C:13]([F:14])([F:15])[F:16])[n:12]2)[cH:6][cH:7]1.[CH2:28]([Sn:29]([CH2:30][CH2:31][CH2:32][CH3:38])([c:33]1[n:34][cH:35][s:36][cH:37]1)[CH2:39][CH2:40][CH2:41][CH3:42])[CH2:43][CH2:44][CH3:45].[CH2:47]1[O:48][CH2:49][CH2:50][O:51][CH2:52]1.[Cl-:46].[cH:53]1[cH:54][cH:55][c:56]([P:57]([Pd:58]([P:59]([c:60]2[cH:61][cH:62][cH:63][cH:64][cH:65]2)([c:66]2[cH:67][cH:68][cH:69][cH:70][cH:71]2)[c:72]2[cH:73][cH:74][cH:75][cH:76][cH:77]2)([P:78]([c:79]2[cH:80][cH:81][cH:82][cH:83][cH:84]2)([c:85]2[cH:86][cH:87][cH:88][cH:89][cH:90]2)[c:91]2[cH:92][cH:93][cH:94][cH:95][cH:96]2)[P:97]([c:98]2[cH:99][cH:100][cH:101][cH:102][cH:103]2)([c:104]2[cH:105][cH:106][cH:107][cH:108][cH:109]2)[c:110]2[cH:111][cH:112][cH:113][cH:114][cH:115]2)([c:116]2[cH:117][cH:118][cH:119][cH:120][cH:121]2)[c:122]2[cH:123][cH:124][cH:125][cH:126][cH:127]2)[cH:128][cH:129]1>>[c:2]1(-[c:33]2[n:34][cH:35][s:36][cH:37]2)[cH:3][cH:4][c:5](-[c:8]2[n:9](-[c:17]3[cH:18][c:19]([F:27])[c:20]([S:23](=[O:24])(=[O:25])[CH3:26])[cH:21][cH:22]3)[cH:10][c:11]([C:13]([F:14])([F:15])[F:16])[n:12]2)[cH:6][cH:7]1. The reactants are C=O, CC(=O)[O-], CC(=O)O, N#Cc1ccccc1N1CCNCC1, [Na+], [Na+], [OH-], O, c1cnc2[nH]ccc2c1. The product is N#Cc1ccccc1N1CCN(Cc2c[nH]c3ncccc23)CC1. As a reaction SMILES: [CH2:29]=[O:30].[CH3:25][C:26](=[O:27])[O-:28].[CH3:34][C:35](=[O:36])[OH:37].[N:10]1([c:16]2[c:17]([C:18]#[N:19])[cH:20][cH:21][cH:22][cH:23]2)[CH2:11][CH2:12][NH:13][CH2:14][CH2:15]1.[Na+:24].[Na+:32].[OH-:31].[OH2:33].[nH:1]1[cH:2][cH:3][c:4]2[c:5]1[n:6][cH:7][cH:8][cH:9]2>>[nH:1]1[cH:2][c:3]([CH2:25][N:13]2[CH2:12][CH2:11][N:10]([c:16]3[c:17]([C:18]#[N:19])[cH:20][cH:21][cH:22][cH:23]3)[CH2:15][CH2:14]2)[c:4]2[c:5]1[n:6][cH:7][cH:8][cH:9]2. Reactants: CCCCCC(O)CCCCC, Clc1nc(Cl)nc(Cl)n1. Product: CCCCCC(Cl)CCCCC. As a reaction SMILES: [CH3:1][CH2:2][CH2:3][CH2:4][CH2:5][CH:6]([CH2:7][CH2:8][CH2:9][CH2:10][CH3:11])[OH:12].[Cl:13][c:14]1[n:15][c:16]([Cl:17])[n:18][c:19]([Cl:20])[n:21]1>>[CH3:1][CH2:2][CH2:3][CH2:4][CH2:5][CH:6]([CH2:7][CH2:8][CH2:9][CH2:10][CH3:11])[Cl:13]. The reactants are BrCC1CO1, O=C([O-])[O-], CN(C)C=O, COc1cc2c(Oc3cc4ccccc4nc3C)ccnc2cc1O, [K+], [K+], O. The product is COc1cc2c(Oc3cc4ccccc4nc3C)ccnc2cc1OCC1CO1. RXN SMILES: [Br:37][CH2:38][CH:39]1[CH2:40][O:41]1.[C:31](=[O:32])([O-:33])[O-:34].[CH3:1][N:2]([CH3:3])[CH:4]=[O:5].[CH3:6][O:7][c:8]1[cH:9][c:10]2[c:11]([O:19][c:20]3[c:21]([CH3:30])[n:22][c:23]4[cH:24][cH:25][cH:26][cH:27][c:28]4[cH:29]3)[cH:12][cH:13][n:14][c:15]2[cH:16][c:17]1[OH:18].[K+:35].[K+:36].[OH2:42]>>[CH3:6][O:7][c:8]1[cH:9][c:10]2[c:11]([O:19][c:20]3[c:21]([CH3:30])[n:22][c:23]4[cH:24][cH:25][cH:26][cH:27][c:28]4[cH:29]3)[cH:12][cH:13][n:14][c:15]2[cH:16][c:17]1[O:18][CH2:38][CH:39]1[CH2:40][O:41]1. Starting materials: O=C1CCC(=O)N1Br, ClC(Cl)(Cl)Cl, Cc1ccc2c(c1)C(C)(C)CC2(C)C, CC(C)(C#N)N=NC(C)(C)C#N. The product is CC1(C)CC(C)(C)c2cc(CBr)ccc21. As a reaction SMILES: [Br:15][N:16]1[C:17](=[O:18])[CH2:19][CH2:20][C:21]1=[O:22].[C:35]([Cl:36])([Cl:37])([Cl:38])[Cl:39].[CH3:1][C:2]1([CH3:14])[CH2:3][C:4]([CH3:12])([CH3:13])[c:5]2[cH:6][c:7]([CH3:11])[cH:8][cH:9][c:10]21.[N:23]([C:24]([CH3:25])([CH3:26])[C:27]#[N:28])=[N:29][C:30]([CH3:31])([CH3:32])[C:33]#[N:34]>>[CH3:1][C:2]1([CH3:14])[CH2:3][C:4]([CH3:12])([CH3:13])[c:5]2[cH:6][c:7]([CH2:11][Br:15])[cH:8][cH:9][c:10]21. Reactants: CCO, CCOC(=O)C=Cc1ccc(C(=C(CC)c2ccc(Cl)cc2Cl)c2ccc3c(cnn3C3CCCCO3)c2)cc1, ClCCl, Cl. Yields the product CCOC(=O)C=Cc1ccc(C(=C(CC)c2ccc(Cl)cc2Cl)c2ccc3[nH]ncc3c2)cc1. RXN SMILES: [CH2:42]([OH:43])[CH3:44].[Cl:2][c:3]1[c:4]([C:10](=[C:11]([c:12]2[cH:13][c:14]3[cH:15][n:16][n:17]([CH:21]4[CH2:22][CH2:23][CH2:24][CH2:25][O:26]4)[c:18]3[cH:19][cH:20]2)[c:27]2[cH:28][cH:29][c:30]([CH:33]=[CH:34][C:35](=[O:36])[O:37][CH2:38][CH3:39])[cH:31][cH:32]2)[CH2:40][CH3:41])[cH:5][cH:6][c:7]([Cl:9])[cH:8]1.[Cl:45][CH2:46][Cl:47].[ClH:1]>>[Cl:2][c:3]1[c:4]([C:10](=[C:11]([c:12]2[cH:13][c:14]3[cH:15][n:16][nH:17][c:18]3[cH:19][cH:20]2)[c:27]2[cH:28][cH:29][c:30]([CH:33]=[CH:34][C:35](=[O:36])[O:37][CH2:38][CH3:39])[cH:31][cH:32]2)[CH2:40][CH3:41])[cH:5][cH:6][c:7]([Cl:9])[cH:8]1.